This data is from the Open Reaction Database (ORD), a public repository of structured organic reaction records. The task is: describe an organic reaction: reactants, conditions, products, and yield Reactants: ClC1=CC=C(C=C1)C(C(CCC)C1=CC=C(C(=O)NCCC(=O)OC(C)(C)C)C=C1)C=1N(N=C2C(=CC(=CC12)C(F)(F)F)Cl)C (tert-Butyl N-[4-(1-{(4-chlorophenyl)[7-chloro-2-methyl-5-(trifluoromethyl)-2H-indazol-3-yl]methyl}butyl)benzoyl]-β-alaninate), C(=O)(C(F)(F)F)O (TFA). Solvent: C(Cl)Cl (DCM). Run at time 30 minute. Product: ClC1=CC=C(C=C1)C(C(CCC)C1=CC=C(C(=O)NCCC(=O)O)C=C1)C=1N(N=C2C(=CC(=CC12)C(F)(F)F)Cl)C (N-[4-(1-{(4-Chlorophenyl)[7-chloro-2-methyl-5-(trifluoromethyl)-2H-indazol-3-yl]methyl}butyl)benzoyl]-β-alanine). RXN SMILES: [Cl:1][C:2]1[CH:7]=[CH:6][C:5]([CH:8]([C:31]2[N:32]([CH3:45])[N:33]=[C:34]3[C:39]=2[CH:38]=[C:37]([C:40]([F:43])([F:42])[F:41])[CH:36]=[C:35]3[Cl:44])[CH:9]([C:13]2[CH:30]=[CH:29][C:16]([C:17]([NH:19][CH2:20][CH2:21][C:22]([O:24]C(C)(C)C)=[O:23])=[O:18])=[CH:15][CH:14]=2)[CH2:10][CH2:11][CH3:12])=[CH:4][CH:3]=1.C(O)(C(F)(F)F)=O>C(Cl)Cl>[Cl:1][C:2]1[CH:7]=[CH:6][C:5]([CH:8]([C:31]2[N:32]([CH3:45])[N:33]=[C:34]3[C:39]=2[CH:38]=[C:37]([C:40]([F:41])([F:42])[F:43])[CH:36]=[C:35]3[Cl:44])[CH:9]([C:13]2[CH:14]=[CH:15][C:16]([C:17]([NH:19][CH2:20][CH2:21][C:22]([OH:24])=[O:23])=[O:18])=[CH:29][CH:30]=2)[CH2:10][CH2:11][CH3:12])=[CH:4][CH:3]=1. Procedure details: To a solution of the faster-eluting enantiomer of the product from Step B (4 mg, 0.006 mmol) in DCM (1 mL) was added TFA (1 mL, 13 mmol), and the solution was stirred for 30 minutes at RT. The solution was concentrated, then the residue was purified by reverse phase HPLC eluting with acetonitrile/water+0.1% TFA. Following lyophilization, this afforded the enantiopure title compound as a white solid. This was the most potent glucagon receptor antagonist of the four stereoisomeric compounds. 1H NM... The reactants are C(C)(=O)O[BH-](OC(C)=O)OC(C)=O.[Na+] (Sodium triacetoxyborohydride), NC1=NC=C(C2=C1C(=CS2)C=2C=C1CCN(C1=CC2)C(CC2=CC=CC=C2)=O)C=2C=C(C=O)C=CC2 (3-{4-amino-3-[1-(phenylacetyl)-2,3-dihydro-1H-indol-5-yl]thieno[3,2-c]pyridin-7-yl}benzaldehyde), CNC (dimethylamine), C1CCOC1 (THF), CNC (dimethylamine), C1CCOC1 (THF), C(C)(=O)O[BH-](OC(C)=O)OC(C)=O.[Na+] (sodium triacetoxyborohydride), CC(=O)O (HOAc). Solvent: ClCCCl (1,2-Dichloroethane). Conditions: time 3.5 hour. Yields the product CN(C)CC=1C=C(C=CC1)C=1C2=C(C(=NC1)N)C(=CS2)C=2C=C1CCN(C1=CC2)C(CC2=CC=CC=C2)=O (7-{3-[(dimethylamino)methyl]phenyl}-3-[1-(phenylacetyl)-2,3-dihydro-1H-indol-5-yl]thieno[3,2-c]pyridin-4-amine). RXN SMILES: C(O[BH-](OC(=O)C)OC(=O)C)(=O)C.[Na+].[NH2:15][C:16]1[C:21]2[C:22]([C:25]3[CH:26]=[C:27]4[C:31](=[CH:32][CH:33]=3)[N:30]([C:34](=[O:42])[CH2:35][C:36]3[CH:41]=[CH:40][CH:39]=[CH:38][CH:37]=3)[CH2:29][CH2:28]4)=[CH:23][S:24][C:20]=2[C:19]([C:43]2[CH:44]=[C:45]([CH:48]=[CH:49][CH:50]=2)[CH:46]=O)=[CH:18][N:17]=1.[CH3:51][NH:52][CH3:53].C1COCC1.CC(O)=O>ClCCCl>[CH3:51][N:52]([CH2:46][C:45]1[CH:44]=[C:43]([C:19]2[C:20]3[S:24][CH:23]=[C:22]([C:25]4[CH:26]=[C:27]5[C:31](=[CH:32][CH:33]=4)[N:30]([C:34](=[O:42])[CH2:35][C:36]4[CH:37]=[CH:38][CH:39]=[CH:40][CH:41]=4)[CH2:29][CH2:28]5)[C:21]=3[C:16]([NH2:15])=[N:17][CH:18]=2)[CH:50]=[CH:49][CH:48]=1)[CH3:53] |f:0.1|. Procedure: Sodium triacetoxyborohydride (76 mg, 0.359 mmol) was added to a solution of 3-{4-amino-3-[1-(phenylacetyl)-2,3-dihydro-1H-indol-5-yl]thieno[3,2-c]pyridin-7-yl}benzaldehyde (66 mg, 0.135 mmol), dimethylamine, 2.0 M in THF (0.10 mL, 0.200 mmol), and acetic acid (8 μL, 0.140 mmol) in 1,2-Dichloroethane (DCE) (7 mL), and the mixture was stirred at room temperature under Nitrogen for 3 days. LCMS showed only starting material, so another portion each of dimethylamine, 2.0 M in THF (0.20 mL, 0.400 mmo... The reactants are O (water), COCC1=C(C=C(C=C1)[C@@H]1CC[C@H](CC1)C1CCC(CC1)C=O)F (4-[trans-4-(4-formylcyclohexyl)-cyclohexyl]-2-fluorobenzyl methyl ether), CO (methanol), [OH-].[Na+] (sodium hydroxide). The solvent is C(Cl)Cl (methylene chloride). As a reaction SMILES: [CH3:1][O:2][CH2:3][C:4]1[CH:9]=[CH:8][C:7]([C@H:10]2[CH2:15][CH2:14][C@H:13]([CH:16]3[CH2:21][CH2:20][CH:19]([CH:22]=[O:23])[CH2:18][CH2:17]3)[CH2:12][CH2:11]2)=[CH:6][C:5]=1[F:24].CO.[OH-].[Na+].O>C(Cl)Cl.C(N(CC)CC)C>[CH3:1][O:2][CH2:3][C:4]1[CH:9]=[CH:8][C:7]([C@H:10]2[CH2:11][CH2:12][C@H:13]([C@H:16]3[CH2:21][CH2:20][C@H:19]([CH:22]=[O:23])[CH2:18][CH2:17]3)[CH2:14][CH2:15]2)=[CH:6][C:5]=1[F:24] |f:2.3|. Run at time 30 minute. The reagents and catalysts are C(C)N(CC)CC (triethylamine). Procedure: A solution of 1.11 g of 4-[trans-4-(4-formylcyclohexyl)-cyclohexyl]-2-fluorobenzyl methyl ether (cis/trans=4:1) in 1.5 ml of methylene chloride was treated in succession with a few drops of triethylamine, 12 ml of methanol and 0.45 ml of 20 percent sodium hydroxide solution and stirred at room temperature for 30 minutes. Then, the reaction mixture was poured into 50 ml of water and extracted with methylene chloride. The organic phase was dried over sodium carbonate, filtered and the filtrate was... Product: COCC1=C(C=C(C=C1)[C@@H]1CC[C@H](CC1)[C@@H]1CC[C@H](CC1)C=O)F (4-[trans-4-(trans-4-formylcyclohexyl)cyclohexyl]-2-fluorobenzyl methyl ether). Starting materials: 3, C1(=CC=CC=C1)C (toluene), C(=O)(OCC)C=1C(C(=C(C1C1=CC=C(C=C1)F)C1=CC=C(C=C1)F)C(=O)OCC)=O (2,5-dicarboethoxy-3,4-di(4-fluorophenyl)-cyclopentadienone), C#CCCCCCC (1-Octyne). Reaction conditions: time 5 minute. Product: C(CCCCC)C=1C(=C(C(=C(C1)C(=O)OCC)C1=CC=C(C=C1)F)C1=CC=C(C=C1)F)C(=O)OCC (Diethyl 5-hexyl-2,3-di(4-fluorophenyl)-1,4-benzenedicarboxylate). As a reaction SMILES: [C:1]([C:6]1[C:7](=O)[C:8]([C:25]([O:27][CH2:28][CH3:29])=[O:26])=[C:9]([C:18]2[CH:23]=[CH:22][C:21]([F:24])=[CH:20][CH:19]=2)[C:10]=1[C:11]1[CH:16]=[CH:15][C:14]([F:17])=[CH:13][CH:12]=1)([O:3][CH2:4][CH3:5])=[O:2].[CH:31]#[C:32][CH2:33][CH2:34][CH2:35][CH2:36]CC.[C:39]1(C)C=CC=CC=1>>[CH2:31]([C:7]1[C:6]([C:1]([O:3][CH2:4][CH3:5])=[O:2])=[C:10]([C:11]2[CH:12]=[CH:13][C:14]([F:17])=[CH:15][CH:16]=2)[C:9]([C:18]2[CH:19]=[CH:20][C:21]([F:24])=[CH:22][CH:23]=2)=[C:8]([C:25]([O:27][CH2:28][CH3:29])=[O:26])[CH:39]=1)[CH2:32][CH2:33][CH2:34][CH2:35][CH3:36]. Procedure: A 250 mL 3 neck round-bottom flask equipped with a condenser was flushed with nitrogen and then loaded with 2,5-dicarboethoxy-3,4-di(4-fluorophenyl)-cyclopentadienone (10 g, 24.3 mmol) and toluene (35 mL) and stirred for 5 min to give a deep orange solution. 1-Octyne (2.67 g, 24.3 mmol) was then added via a syringe to the solution. The reaction was then heated and refluxed for 3 days. The solvent was removed by rotary evaporation and the orange oily liquid was passed through a silica gel column ... Starting materials: C[Si](C)(C)c1cccc(Br)c1, [Li]CCCC, CCOCC, Cl, CN(C)C=O, O. Yields the product C[Si](C)(C)c1cccc(C=O)c1. Reaction SMILES: [Br:6][c:7]1[cH:8][c:9]([Si:13]([CH3:14])([CH3:15])[CH3:16])[cH:10][cH:11][cH:12]1.[CH3:1][CH2:2][CH2:3][CH2:4][Li:5].[CH3:23][CH2:24][O:25][CH2:26][CH3:27].[ClH:22].[O:17]=[CH:18][N:19]([CH3:20])[CH3:21].[OH2:28]>>[c:7]1([CH:18]=[O:17])[cH:8][c:9]([Si:13]([CH3:14])([CH3:15])[CH3:16])[cH:10][cH:11][cH:12]1. Isolated yield 98.8%. As a reaction SMILES: [CH2:1]([C:4]1[CH:5]=[C:6]([CH:9]=[C:10]([O:13][CH3:14])[C:11]=1[OH:12])[CH:7]=[O:8])[CH:2]=[CH2:3].CN(C)C=O.C(=O)([O-])[O-].[K+].[K+].Br[CH2:27][CH2:28][CH2:29][CH3:30]>O>[CH2:1]([C:4]1[CH:5]=[C:6]([CH:9]=[C:10]([O:13][CH3:14])[C:11]=1[O:12][CH2:27][CH2:28][CH2:29][CH3:30])[CH:7]=[O:8])[CH:2]=[CH2:3] |f:2.3.4|. Procedure details: A mixture 3-allyl-4-hydroxy-5-methoxybenzaldehyde (10.25 g, 0.053 mole), of dimethylformamide (150 ml), of potassium carbonate (8.29 g, 0.06 mole) and of 1-bromobutane (8.22 g, 0.06 mole) was maintained at 40°-45° C. for 3 hours. The reaction mixture was dropped into iced water and the oil formed was extracted with dichloromethane. After washing with water, drying and evaporating off the solvent, a brown oil was obtained, which was passed through a bed of silica 60 to give a pale yellow oil of 3... Reactants: C(C=C)C=1C=C(C=O)C=C(C1O)OC (3-allyl-4-hydroxy-5-methoxybenzaldehyde), CN(C=O)C (dimethylformamide), C([O-])([O-])=O.[K+].[K+] (potassium carbonate), BrCCCC (1-bromobutane). The product is C(C=C)C=1C=C(C=O)C=C(C1OCCCC)OC (3-allyl-4-butoxy-5-methoxybenzaldehyde). The solvent is O (water). Reactants: NC=1C=CC(=C(C1)NC(=O)NC1=NC=CN=C1)OC (1-(5-amino-2-methoxyphenyl)-3-pyrazin-2-yl-urea), NC=1C=CC(=C(C1)NC(=O)NC1=NC=CN=C1)OC (1-(5-amino-2-methoxyphenyl)-3-pyrazin-2-yl-urea), CS(=O)(=O)Cl (methanesulfonyl chloride). Solvent: N1=CC=CC=C1 (pyridine). Reaction conditions: time 16 hour. Product: COC1=C(C=C(C=C1)NS(=O)(=O)C)NC(=O)NC1=NC=CN=C1 (N-[4-methoxy-3-(3-pyrazin-2-yl-ureido)phenyl]-methanesulfonamide). Isolated yield 60.8%. Reaction SMILES: [NH2:1][C:2]1[CH:3]=[CH:4][C:5]([O:18][CH3:19])=[C:6]([NH:8][C:9]([NH:11][C:12]2[CH:17]=[N:16][CH:15]=[CH:14][N:13]=2)=[O:10])[CH:7]=1.[CH3:20][S:21](Cl)(=[O:23])=[O:22]>N1C=CC=CC=1>[CH3:19][O:18][C:5]1[CH:4]=[CH:3][C:2]([NH:1][S:21]([CH3:20])(=[O:23])=[O:22])=[CH:7][C:6]=1[NH:8][C:9]([NH:11][C:12]1[CH:17]=[N:16][CH:15]=[CH:14][N:13]=1)=[O:10]. Procedure details: A solution of 1-(5-amino-2-methoxyphenyl)-3-pyrazin-2-yl-urea (Compound 14, Example 4) (260 mg, 1 mmol) in dry pyridine (15 mL) was treated with methanesulfonyl chloride (0.08 mL, 1 mmol) and stirred 16 h at room temperature. The reaction mixture was concentrated in vacuo and the solid residue was triturated with ethanol, collected by filtration, and dried in vacuo to afford the product (205 mg, 61%). 1H NMR (300 Mhz, d6-DMSO) δ: 10.16 (s, 1H), 10.07 (s, 1H), 9.40 (s, 1H), 8.92 (s, 1H), 8.35 (s,...